Dataset: the Open Reaction Database (ORD), a public repository of structured organic reaction records. Task: describe an organic reaction: reactants, conditions, products, and yield Reactants: BrC=1C(=C2C(N=C(O2)C(C)(C)C)=C(C1)C(=O)O)[N+](=O)[O-] (6-Bromo-2-tert-butyl-7-nitro-1,3-benzoxazole-4-carboxylic acid), Cl (hydrochloric acid), C1(=CC=CC=C1)B(O)O (phenylboronic acid), C([O-])([O-])=O.[Na+].[Na+] (sodium carbonate). The reagents and catalysts are C=1C=CC(=CC1)[P](C=2C=CC=CC2)(C=3C=CC=CC3)[Pd]([P](C=4C=CC=CC4)(C=5C=CC=CC5)C=6C=CC=CC6)([P](C=7C=CC=CC7)(C=8C=CC=CC8)C=9C=CC=CC9)[P](C=1C=CC=CC1)(C=1C=CC=CC1)C=1C=CC=CC1 (Tetrakis(triphenylphosphine)palladium(0)). Run in C1(=CC=CC=C1)C (toluene), C(C)(=O)OCC (ethyl acetate), C(C)O (ethanol). Run at temperature 85 celsius, time 22 hour. Yields the product C(C)(C)(C)C=1OC=2C(N1)=C(C=C(C2[N+](=O)[O-])C2=CC=CC=C2)C(=O)O (2-tert-Butyl-7-nitro-6-phenyl-1,3-benzoxazole-4-carboxylic acid). The yield is 140.6%. Reaction SMILES: Br[C:2]1[C:3]([N+:18]([O-:20])=[O:19])=[C:4]2[O:8][C:7]([C:9]([CH3:12])([CH3:11])[CH3:10])=[N:6][C:5]2=[C:13]([C:15]([OH:17])=[O:16])[CH:14]=1.[C:21]1(B(O)O)[CH:26]=[CH:25][CH:24]=[CH:23][CH:22]=1.C(=O)([O-])[O-].[Na+].[Na+].Cl>C1(C)C=CC=CC=1.C(O)C.C1C=CC([P]([Pd]([P](C2C=CC=CC=2)(C2C=CC=CC=2)C2C=CC=CC=2)([P](C2C=CC=CC=2)(C2C=CC=CC=2)C2C=CC=CC=2)[P](C2C=CC=CC=2)(C2C=CC=CC=2)C2C=CC=CC=2)(C2C=CC=CC=2)C2C=CC=CC=2)=CC=1.C(OCC)(=O)C>[C:9]([C:7]1[O:8][C:4]2[C:5](=[C:13]([C:15]([OH:17])=[O:16])[CH:14]=[C:2]([C:21]3[CH:26]=[CH:25][CH:24]=[CH:23][CH:22]=3)[C:3]=2[N+:18]([O-:20])=[O:19])[N:6]=1)([CH3:12])([CH3:11])[CH3:10] |f:2.3.4,^1:50,52,71,90|. Procedure details: 6-Bromo-2-tert-butyl-7-nitro-1,3-benzoxazole-4-carboxylic acid (I-222) (2.15 g, 6.27 mmol), phenylboronic acid (1.53 g, 12.53 mmol) and aqueous 2 M sodium carbonate solution (20 ml) were suspended in toluene (40 ml) and ethanol (30 ml). Tetrakis(triphenylphosphine)palladium(0) (724 mg, 0.63 mmol) was added at room temperature to the suspension. The mixture was stirred at 85° C. for 22 hours, then cooled to room temperature. The reaction liquid was fractionated with ethyl acetate and aqueous 1 M ... The reactants are C(C)(=O)OC(C)=O (acetic anhydride), C(C)(C)OC(=O)N1C2=C(C(CCC1)=O)C=CC(=C2C)Br (8-bromo-9-methyl-5-oxo-2,3,4,5-tetrahydro-benzo[b]azepine-1-carboxylic acid isopropyl ester), FC(C=1C=C(CN)C=C(C1)C(F)(F)F)(F)F (3,5-bis(trifluoromethyl)benzylamine), [OH-].[Na+] (NaOH), Cl (hydrochloric acid), [BH4-].[Na+] (sodium borohydride), N1=CC=CC=C1 (pyridine). The reagents and catalysts are CC([O-])C.[Ti+4].CC([O-])C.CC([O-])C.CC([O-])C (titanium isopropoxide). Run in ClCCl (dichloromethane), CO (methanol). Reaction conditions: time 14 hour. Yields the product C(C)(C)OC(=O)N1C2=C(C(CCC1)N(CC1=CC(=CC(=C1)C(F)(F)F)C(F)(F)F)C(C)=O)C=CC(=C2C)Br ((+/−)-5-[Acetyl-(3,5-bis-trifluoromethyl-benzyl)-amino]-8-bromo-9-methyl-2,3,4,5-tetrahydro-benzo[b]azepine-1-carboxylic acid isopropyl ester). Isolated yield 10.3%. As a reaction SMILES: [CH:1]([O:4][C:5]([N:7]1[CH2:13][CH2:12][CH2:11][C:10](=O)[C:9]2[CH:15]=[CH:16][C:17]([Br:20])=[C:18]([CH3:19])[C:8]1=2)=[O:6])([CH3:3])[CH3:2].[F:21][C:22]([F:36])([F:35])[C:23]1[CH:24]=[C:25]([CH:28]=[C:29]([C:31]([F:34])([F:33])[F:32])[CH:30]=1)[CH2:26][NH2:27].[BH4-].[Na+].[OH-].[Na+].[C:41](OC(=O)C)(=[O:43])[CH3:42].N1C=CC=CC=1.Cl>ClCCl.CC(C)[O-].[Ti+4].CC(C)[O-].CC(C)[O-].CC(C)[O-].CO>[CH:1]([O:4][C:5]([N:7]1[CH2:13][CH2:12][CH2:11][CH:10]([N:27]([C:41](=[O:43])[CH3:42])[CH2:26][C:25]2[CH:24]=[C:23]([C:22]([F:35])([F:36])[F:21])[CH:30]=[C:29]([C:31]([F:34])([F:32])[F:33])[CH:28]=2)[C:9]2[CH:15]=[CH:16][C:17]([Br:20])=[C:18]([CH3:19])[C:8]1=2)=[O:6])([CH3:3])[CH3:2] |f:2.3,4.5,10.11.12.13.14|. Procedure details: Inject titanium isopropoxide (1.1 mL, 3.89 mmol) to a mixture of 8-bromo-9-methyl-5-oxo-2,3,4,5-tetrahydro-benzo[b]azepine-1-carboxylic acid isopropyl ester (882 mg, 2.59 mmol) and 3,5-bis(trifluoromethyl)benzylamine (866 mg, 2.85 mmol) at room temperature under an atmosphere of nitrogen and stir the solution for 14 h. Add methanol (11.3 mL) and sodium borohydride (245 mg, 6.47 mmol) and stir the mixture under nitrogen at room temperature for 2 h. Add 0.1M NaOH (61 mL), stir for 30 min. Filter t... Starting materials: ice water, CC1=C(C=C(C=C1)C)CS(=O)C1=[N+](C=CC=C1C)[O-] (2-[(2,5-Dimethylphenyl)methylsulfinyl]-3-methylpyridine 1-oxide), CI (methyl iodide), [OH-].[Na+] (sodium hydroxide). Solvent: CN(C=O)C (dimethylformamide). Run at time 2 hour. The product is CC1=C(C=C(C=C1)C)C(C)S(=O)(=O)C1=[N+](C=CC=C1C)[O-] (2-[1-(2,5-Dimethylphenyl)ethylsulfonyl]-3-methylpyridine 1-oxide). Reaction SMILES: [CH3:1][C:2]1[CH:7]=[CH:6][C:5]([CH3:8])=[CH:4][C:3]=1[CH2:9][S:10]([C:12]1[C:17]([CH3:18])=[CH:16][CH:15]=[CH:14][N+:13]=1[O-:19])=[O:11].[OH-:20].[Na+].[CH3:22]I>CN(C)C=O>[CH3:1][C:2]1[CH:7]=[CH:6][C:5]([CH3:8])=[CH:4][C:3]=1[CH:9]([S:10]([C:12]1[C:17]([CH3:18])=[CH:16][CH:15]=[CH:14][N+:13]=1[O-:19])(=[O:20])=[O:11])[CH3:22] |f:1.2|. Procedure details: To a stirred suspension of 3 g (0.01 mol) of sulfone (described in Example 3) in 15 mL of dry dimethylformamide cooled in an ice bath, is added 0.5 g sodium hydroxide powder. To this mixture is slowly added 0.75 mL methyl iodide. The reaction mixture is warmed to room temperature and stirred for 2 hours. 100 mL ice-water is slowly added with stirring. After filtration the white solid is recrystallized from toluene. Melting point: 146°-147° C. Structure confirmed by NMR. I.R. N→O 1250 cm-1, SO2 1...